This data is from the Open Reaction Database (ORD), a public repository of structured organic reaction records. The task is: describe an organic reaction: reactants, conditions, products, and yield The reactants are Cl.N[C@@H]1CC2C(C[C@H]3[C@@H]4CCC([C@@]4(C)CC[C@@H]3[C@]2(CC1)C)=O)=O (3β-aminoandrostane-6,17-dione hydrochloride), [OH-].[K+] (KOH), C(C)(C)(C)OC(=O)NCCCC(=O)O (4-(tert-Butoxycarbonylamino)butyric acid), CCN=C=NCCCN(C)C (EDAC). The reagents and catalysts are CN(C1=CC=NC=C1)C (4-dimethylaminopyridine). Run in C(Cl)Cl (CH2Cl2). Run at time 15 minute. Yields the product C(C)(C)(C)OC(=O)NCCCC(=O)N[C@@H]1CC2C(C[C@H]3[C@@H]4CCC([C@@]4(C)CC[C@@H]3[C@]2(CC1)C)=O)=O (3β-[4-(tert-butoxycarbonylamino)butyramido]-androstane-6,17-dione). Yield: 74.7%. RXN SMILES: Cl.[NH2:2][C@H:3]1[CH2:20][CH2:19][C@@:18]2([CH3:21])[CH:5]([C:6](=[O:23])[CH2:7][C@@H:8]3[C@@H:17]2[CH2:16][CH2:15][C@@:13]2([CH3:14])[C@H:9]3[CH2:10][CH2:11][C:12]2=[O:22])[CH2:4]1.[OH-].[K+].[C:26]([O:30][C:31]([NH:33][CH2:34][CH2:35][CH2:36][C:37](O)=[O:38])=[O:32])([CH3:29])([CH3:28])[CH3:27].CCN=C=NCCCN(C)C>C(Cl)Cl.CN(C)C1C=CN=CC=1>[C:26]([O:30][C:31]([NH:33][CH2:34][CH2:35][CH2:36][C:37]([NH:2][C@H:3]1[CH2:20][CH2:19][C@@:18]2([CH3:21])[CH:5]([C:6](=[O:23])[CH2:7][C@@H:8]3[C@@H:17]2[CH2:16][CH2:15][C@@:13]2([CH3:14])[C@H:9]3[CH2:10][CH2:11][C:12]2=[O:22])[CH2:4]1)=[O:38])=[O:32])([CH3:29])([CH3:28])[CH3:27] |f:0.1,2.3|. Procedure: A solution of 3β-aminoandrostane-6,17-dione hydrochloride (150 mg) in CH2Cl2 was treated with powdered KOH (25 mg) and stirred for 15 min. 4-(tert-Butoxycarbonylamino)butyric acid (98 mg), EDAC (168 mg) and 4-dimethylaminopyridine (8 mg) were added at 0° C. The reaction temperature was raised to room temperature and stirred for 24 hrs. The mixture was washed with water (2×10 mL) and 5% NaHCO3 (10 mL). The organic layer was dried and evaporated to dryness. The residue was purified by flash chroma... Conditions: time 20 hour. Run in ClCCl (dichloromethane). Reported procedure: Propan-2-yl 4-amino-5-fluoro-6-(4-chloro-2-fluoro-3-methoxyphenyl)picolinate (500 mg, 1.402 mmol) was dissolved in dichloromethane (3.2 mL). N-Bromo-succinimide (299 mg, 1.682 mmol) was added, and the solution was stirred at ambient temperature for 20 h. The reaction mixture was then concentrated to dryness. The residue was purified by chromatography (40 g silica gel column; 0-70% EtOAc-hexanes) to give a tan solid (504 mg, 83%): 1H NMR (400 MHz, DMSO-d6) δ 7.47 (dd, J=8.5, 1.6 Hz, 1H), 7.29 (dd... The reactants are NC1=CC(=NC(=C1F)C1=C(C(=C(C=C1)Cl)OC)F)C(=O)OC(C)C (Propan-2-yl 4-amino-5-fluoro-6-(4-chloro-2-fluoro-3-methoxyphenyl)picolinate), BrN1C(CCC1=O)=O (N-Bromo-succinimide). The yield is 82.5%. RXN SMILES: [NH2:1][C:2]1[C:7]([F:8])=[C:6]([C:9]2[CH:14]=[CH:13][C:12]([Cl:15])=[C:11]([O:16][CH3:17])[C:10]=2[F:18])[N:5]=[C:4]([C:19]([O:21][CH:22]([CH3:24])[CH3:23])=[O:20])[CH:3]=1.[Br:25]N1C(=O)CCC1=O>ClCCl>[NH2:1][C:2]1[C:7]([F:8])=[C:6]([C:9]2[CH:14]=[CH:13][C:12]([Cl:15])=[C:11]([O:16][CH3:17])[C:10]=2[F:18])[N:5]=[C:4]([C:19]([O:21][CH:22]([CH3:24])[CH3:23])=[O:20])[C:3]=1[Br:25]. Yields the product NC1=C(C(=NC(=C1F)C1=C(C(=C(C=C1)Cl)OC)F)C(=O)OC(C)C)Br (Propan-2-yl 4-amino-3-bromo-5-fluoro-6-(4-chloro-2-fluoro-3-methoxyphenyl)picolinate). The reactants are ClC=1C(=NC=C(C1)C(F)(F)F)CC=NC(C1=C(C=CC=C1)C(F)(F)F)=O (N-{2-[3-chloro-5-(trifluoromethyl)pyridin-2-yl]ethylidene}-2-(trifluoromethyl)benzamide), C(C)(=O)O (acetic acid). Run at time 2 day. Product: C(C)(=O)OC(CC1=NC=C(C=C1Cl)C(F)(F)F)NC(C1=C(C=CC=C1)C(F)(F)F)=O (2-[3-chloro-5-(trifluoromethyl)pyridin-2-yl]-1-{[2-(trifluoromethyl)benzoyl]amino}ethyl acetate). The yield is 24.0%. As a reaction SMILES: [Cl:1][C:2]1[C:3]([CH2:12][CH:13]=[N:14][C:15](=[O:26])[C:16]2[CH:21]=[CH:20][CH:19]=[CH:18][C:17]=2[C:22]([F:25])([F:24])[F:23])=[N:4][CH:5]=[C:6]([C:8]([F:11])([F:10])[F:9])[CH:7]=1.[C:27]([OH:30])(=[O:29])[CH3:28]>>[C:27]([O:30][CH:13]([NH:14][C:15](=[O:26])[C:16]1[CH:21]=[CH:20][CH:19]=[CH:18][C:17]=1[C:22]([F:23])([F:24])[F:25])[CH2:12][C:3]1[C:2]([Cl:1])=[CH:7][C:6]([C:8]([F:9])([F:11])[F:10])=[CH:5][N:4]=1)(=[O:29])[CH3:28]. Procedure details: 0.16 g of N-{2-[3-chloro-5-(trifluoromethyl)pyridin-2-yl]ethylidene}-2-(trifluoromethyl)benzamide (Int-6) were diluted in 2 mL of acetic acid. The reaction mixture was stirred for two days at room temperature and then heated to 90° C. for one day and left at room temperature for four days. After concentration in vacuo, the crude product was purified by chromatography on silica gel to yield 0.045 g (24%) of desired product 2-[3-chloro-5-(trifluoromethyl)pyridin-2-yl]-1-{[2-(trifluoromethyl)benzoy... The reactants are Cc1nc2cccc3nc(SCCCCN4C(=O)c5ccccc5C4=O)c1n23, CCO, NN, O. The product is Cc1nc2cccc3nc(SCCCCN)c1n23. As a reaction SMILES: [CH3:1][c:2]1[n:3][c:4]2[n:5]3[c:6]1[c:7]([S:13][CH2:14][CH2:15][CH2:16][CH2:17][N:18]1[C:19](=[O:20])[c:21]4[cH:22][cH:23][cH:24][cH:25][c:26]4[C:27]1=[O:28])[n:8][c:9]3[cH:10][cH:11][cH:12]2.[CH3:32][CH2:33][OH:34].[NH2:30][NH2:31].[OH2:29]>>[CH3:1][c:2]1[n:3][c:4]2[n:5]3[c:6]1[c:7]([S:13][CH2:14][CH2:15][CH2:16][CH2:17][NH2:18])[n:8][c:9]3[cH:10][cH:11][cH:12]2. Starting materials: Br.CN(C)CC1=CC2=C(NC(C=3C=CC=C(C23)O)=O)S1 (2-dimethylaminomethyl-9-hydroxy-4H-thieno[2,3-c]isoquinolin-5-one-hydrobromide), Cl (HCl), Cl (HCl). Run in CO (MeOH). Reaction conditions: time 20 minute. Yields the product Cl.CN(C)CC1=CC2=C(NC(C=3C=CC=C(C23)O)=O)S1 (2-Dimethylaminomethyl-9-hydroxy-4H-thieno[2,3-c]isoquinolin-5-one-hydrochloride). As a reaction SMILES: Br.[CH3:2][N:3]([CH2:5][C:6]1[S:20][C:9]2[NH:10][C:11](=[O:19])[C:12]3[CH:13]=[CH:14][CH:15]=[C:16]([OH:18])[C:17]=3[C:8]=2[CH:7]=1)[CH3:4].[ClH:21]>CO>[ClH:21].[CH3:4][N:3]([CH2:5][C:6]1[S:20][C:9]2[NH:10][C:11](=[O:19])[C:12]3[CH:13]=[CH:14][CH:15]=[C:16]([OH:18])[C:17]=3[C:8]=2[CH:7]=1)[CH3:2] |f:0.1,4.5|. Procedure: To a solution of 2-dimethylaminomethyl-9-hydroxy-4H-thieno[2,3-c]isoquinolin-5-one-hydrobromide (7 g; 22.5 mmol) under nitrogen atmosphere, in absolute MeOH (300 mL) was gently bubbled HCl (g) over 25 minutes. After 20 minutes some solid started to precipitate. The bubbling of the HCl (g) was stopped and the suspension was stirred at room temperature overnight. Under stirring, ether (300 mL) was added over 20 minutes and the resulting hydrochloride salt was collected by filtration, washed with e...